From a dataset of the Open Reaction Database (ORD), a public repository of structured organic reaction records. describe an organic reaction: reactants, conditions, products, and yield Procedure details: A solution of 25 g of 2-(2-formylethyl)-3-isopropenyl-1-methyl-cyclopent-1-ene in 1200 ml of acetone was treated at -10° C with 55 ml of Jones reagent. The resulting brown mixture was poured on to ice/sodium bicarbonate solution. Ether extraction, washing neutral with sodium bicarbonate solution, saturated sodium chloride solution and water, drying of the extract with magnesium sulphate and removal of the solvent under reduced pressure yielded 20 g (80%) of a weakly yellow oily crude product fro... Run in CC(=O)C (acetone). The reactants are C(=O)CCC1=C(CCC1C(=C)C)C (2-(2-formylethyl)-3-isopropenyl-1-methyl-cyclopent-1-ene), CC(=O)C.OS(=O)(=O)O.O=[Cr](=O)=O (Jones reagent), ice sodium bicarbonate. Product: C(=O)(O)CCC1=C(CCC1C(=C)C)C (2-(2-carboxyethyl)-3-isopropenyl-1-methyl-cyclopent-1-ene). Reaction SMILES: [CH:1]([CH2:3][CH2:4][C:5]1[CH:9]([C:10]([CH3:12])=[CH2:11])[CH2:8][CH2:7][C:6]=1[CH3:13])=[O:2].CC(C)=[O:16].OS(O)(=O)=O.O=[Cr](=O)=O>CC(C)=O>[C:1]([CH2:3][CH2:4][C:5]1[CH:9]([C:10]([CH3:12])=[CH2:11])[CH2:8][CH2:7][C:6]=1[CH3:13])([OH:16])=[O:2] |f:1.2.3|. The reactants are O=C([O-])O, CCOC(=O)C(C(=O)OCC)C(=O)c1cc(F)c(F)c(OC(F)F)c1F, [Na+], C1COCCO1, O, O, Cc1ccc(S(=O)(=O)O)cc1. The product is CCOC(=O)CC(=O)c1cc(F)c(F)c(OC(F)F)c1F. RXN SMILES: [C:40](=[O:41])([OH:42])[O-:43].[F:1][CH:2]([O:3][c:4]1[c:5]([F:25])[c:6]([C:7](=[O:8])[CH:9]([C:10](=[O:11])[O:12][CH2:13][CH3:14])[C:15]([O:16][CH2:17][CH3:18])=[O:19])[cH:20][c:21]([F:24])[c:22]1[F:23])[F:26].[Na+:44].[O:45]1[CH2:46][CH2:47][O:48][CH2:49][CH2:50]1.[OH2:27].[OH2:39].[c:28]1([CH3:29])[cH:30][cH:31][c:32]([S:33]([OH:34])(=[O:35])=[O:36])[cH:37][cH:38]1>>[F:1][CH:2]([O:3][c:4]1[c:5]([F:25])[c:6]([C:7](=[O:8])[CH2:9][C:10](=[O:11])[O:12][CH2:13][CH3:14])[cH:20][c:21]([F:24])[c:22]1[F:23])[F:26].